This data is from the Open Reaction Database (ORD), a public repository of structured organic reaction records. The task is: describe an organic reaction: reactants, conditions, products, and yield Starting materials: O=C1CCN(Cc2ccccc2)CC1, CC(=O)O, N#C[K], [NH4+], [OH-], O, Nc1ccccc1. The product is N#CC1(Nc2ccccc2)CCN(Cc2ccccc2)CC1. RXN SMILES: [CH2:1]([c:2]1[cH:3][cH:4][cH:5][cH:6][cH:7]1)[N:8]1[CH2:9][CH2:10][C:11](=[O:14])[CH2:12][CH2:13]1.[CH3:27][C:28](=[O:29])[OH:30].[K:22][C:23]#[N:24].[NH4+:25].[OH-:26].[OH2:31].[c:15]1([NH2:21])[cH:16][cH:17][cH:18][cH:19][cH:20]1>>[CH2:1]([c:2]1[cH:3][cH:4][cH:5][cH:6][cH:7]1)[N:8]1[CH2:9][CH2:10][C:11]([NH:21][c:15]2[cH:16][cH:17][cH:18][cH:19][cH:20]2)([C:23]#[N:24])[CH2:12][CH2:13]1. Reactants: ClC1=C2NC(C(NC2=CC(=C1[N+](=O)[O-])C(F)(F)F)=O)=O (5-chloro-6-nitro-7-trifluoromethyl-1,4-dihydroquinoxaline-2,3-dione), Cl[Sn]Cl (SnCl2), O (H2O). Solvent: CCO (EtOH). Yields the product NC=1C(=C2NC(C(NC2=CC1C(F)(F)F)=O)=O)Cl (6-Amino-5-chloro-7-trifluoromethyl-1,4-dihydroquinoxaline-2,3-dione). Yield: 73.6%. As a reaction SMILES: [Cl:1][C:2]1[C:11]([N+:12]([O-])=O)=[C:10]([C:15]([F:18])([F:17])[F:16])[CH:9]=[C:8]2[C:3]=1[NH:4][C:5](=[O:20])[C:6](=[O:19])[NH:7]2.Cl[Sn]Cl.O>CCO>[NH2:12][C:11]1[C:2]([Cl:1])=[C:3]2[C:8](=[CH:9][C:10]=1[C:15]([F:17])([F:18])[F:16])[NH:7][C:6](=[O:19])[C:5](=[O:20])[NH:4]2. Reported procedure: A mixture of 5-chloro-6-nitro-7-trifluoromethyl-1,4-dihydroquinoxaline-2,3-dione (230 mg, 0.743 mmol), SnCl2.2 H2O (1.90 g, 7.43 mmol) and EtOH (300 mL) was refluxed for 24 h, then rota-evaporated to dryness. The residual solid was washed on a Bursch funnel with water (6×15 mL), and dried to give 153 mg (74%) of the title compound as a yellow powder. Mp >360° C. 1H NMR (DMSO-d6) 11.777 (s, IH), 11.360 (s, 1H), 7.140 (s, 1H), 5.499 (s, 2H).